describe an organic reaction: reactants, conditions, products, and yield From a dataset of the Open Reaction Database (ORD), a public repository of structured organic reaction records. Starting materials: C[Mg]Br (Methylmagnesium bromide), ClC1=CC=C(C=2N3C(=NC21)N(CCC3)C=3C(=NC(=NC3C)Cl)C)C(C(F)(F)F)OC(F)F (9-chloro-1-(2-chloro-4,6-dimethylpyrimidin-5-yl)-6-[1-(difluoromethoxy)-2,2,2-trifluoroethyl]-1,2,3,4-tetrahydropyrimido[1,2-a]benzimidazole). The reagents and catalysts are Cl[Ni]1([P](CCC[P](C2=CC=CC=C2)1C3=CC=CC=C3)(C4=CC=CC=C4)C5=CC=CC=C5)Cl ([1,3-bis(diphenylphosphino)propane]dichloronickel). Run in O (water), O1CCCC1 (tetrahydrofuran). Reaction conditions: time 7 hour. The product is ClC1=CC=C(C=2N3C(=NC21)N(CCC3)C=3C(=NC(=NC3C)C)C)C(C(F)(F)F)OC(F)F (9-Chloro-6-[1-(difluoromethoxy)-2,2,2-trifluoroethyl]-1-(2,4,6-trimethylpyrimidin-5-yl)-1,2,3,4-tetrahydropyrimido[1,2-a]benzimidazole). As a reaction SMILES: [CH3:1][Mg]Br.[Cl:4][C:5]1[C:13]2[N:12]=[C:11]3[N:14]([C:18]4[C:19]([CH3:26])=[N:20][C:21](Cl)=[N:22][C:23]=4[CH3:24])[CH2:15][CH2:16][CH2:17][N:10]3[C:9]=2[C:8]([CH:27]([O:32][CH:33]([F:35])[F:34])[C:28]([F:31])([F:30])[F:29])=[CH:7][CH:6]=1>O1CCCC1.O.Cl[Ni]1(Cl)[P](C2C=CC=CC=2)(C2C=CC=CC=2)CCC[P]1(C1C=CC=CC=1)C1C=CC=CC=1>[Cl:4][C:5]1[C:13]2[N:12]=[C:11]3[N:14]([C:18]4[C:23]([CH3:24])=[N:22][C:21]([CH3:1])=[N:20][C:19]=4[CH3:26])[CH2:15][CH2:16][CH2:17][N:10]3[C:9]=2[C:8]([CH:27]([O:32][CH:33]([F:34])[F:35])[C:28]([F:30])([F:31])[F:29])=[CH:7][CH:6]=1 |^1:44,60|. Procedure details: Methylmagnesium bromide (1.0 M solution in tetrahydrofuran, 0.49 mL, 0.490 mmol) was added dropwise to a stirred suspension of 9-chloro-1-(2-chloro-4,6-dimethylpyrimidin-5-yl)-6-[1-(difluoromethoxy)-2,2,2-trifluoroethyl]-1,2,3,4-tetrahydropyrimido[1,2-a]benzimidazole (163 mg, 0.328 mmol) and [1,3-bis(diphenylphosphino)propane]dichloronickel (17.8 mg, 0.0328 mmol) in tetrahydrofuran (1.3 mL) at 0° C., and the mixture was stirred at room temperature for 7 hr. The mixture was diluted with water and...